From a dataset of the Open Reaction Database (ORD), a public repository of structured organic reaction records. describe an organic reaction: reactants, conditions, products, and yield The reactants are CC(C)=C(C(=O)OCC)C(=O)OCC (Diethyl (1-methylethylidene)malonate), Example 152 ( 3 ), C(=C\C1=CC=CC=C1)/S(=O)(=O)N (trans-β-styrenesulfonamide), Example 1 ( 4 ), FC1=CC=C(NC(C)C)C=C1 (4-fluoro-N-isopropylaniline), Example 1 ( 1 ), carboxylic acid, Example 1 ( 3 ). Yields the product FC1=CC=C(C=C1)N(C(C(C(=O)NS(=O)(=O)\C=C\C1=CC=CC=C1)=C(C)C)=O)C(C)C (N-(4-fluorophenyl)-N-isopropyl-2-(1-methylethylidene)-N′-((E)-styrylsulfonyl)malonamide). Yield: 0.6%. RXN SMILES: [CH3:1][C:2](=[C:4]([C:10]([O:12]CC)=O)[C:5]([O:7]CC)=O)[CH3:3].[CH:15](/[S:23]([NH2:26])(=[O:25])=[O:24])=[CH:16]\[C:17]1[CH:22]=[CH:21][CH:20]=[CH:19][CH:18]=1.[F:27][C:28]1[CH:37]=[CH:36][C:31]([NH:32][CH:33]([CH3:35])[CH3:34])=[CH:30][CH:29]=1>>[F:27][C:28]1[CH:37]=[CH:36][C:31]([N:32]([CH:33]([CH3:35])[CH3:34])[C:10](=[O:12])[C:4](=[C:2]([CH3:1])[CH3:3])[C:5]([NH:26][S:23](/[CH:15]=[CH:16]/[C:17]2[CH:22]=[CH:21][CH:20]=[CH:19][CH:18]=2)(=[O:24])=[O:25])=[O:7])=[CH:30][CH:29]=1. Procedure details: Diethyl (1-methylethylidene)malonate (5.00 g) was subjected to hydrolysis in the same manner as in Example 1 (1). The obtained carboxylic acid and trans-β-styrenesulfonamide (953 mg) were condensed in the same manner as in Example 152 (3), and the condensed product was subjected to hydrolysis in the same manner as in Example 1 (3). This and 4-fluoro-N-isopropylaniline (805 mg) were condensed in the same manner as in Example 1 (4) to give a crude product. This was purified by silica gel column ch... Reactants: COC=C1C(=O)NC(=O)c2ccc(Br)cc21, CN(C)C=O, COc1coc(CN)cc1=O. Yields the product COc1coc(CNC=C2C(=O)NC(=O)c3ccc(Br)cc32)cc1=O. As a reaction SMILES: [CH3:12][O:13][CH:14]=[C:15]1[C:16](=[O:27])[NH:17][C:18](=[O:26])[c:19]2[cH:20][cH:21][c:22]([Br:25])[cH:23][c:24]21.[CH3:28][N:29]([CH3:30])[CH:31]=[O:32].[NH2:1][CH2:2][c:3]1[o:4][cH:5][c:6]([O:10][CH3:11])[c:7](=[O:9])[cH:8]1>>[NH:1]([CH2:2][c:3]1[o:4][cH:5][c:6]([O:10][CH3:11])[c:7](=[O:9])[cH:8]1)[CH:14]=[C:15]1[C:16](=[O:27])[NH:17][C:18](=[O:26])[c:19]2[cH:20][cH:21][c:22]([Br:25])[cH:23][c:24]21. Starting materials: COC=1C(=C2CCCC(C2=CC1)=O)[N+](=O)[O-] (6-Methoxy-5-nitro-1-tetralone), COC1=C(C(=C(C=C1)[Li])OC)OC (trimethoxyphenyllithium). Run at time 2 hour. The product is OC1(CCCC2=C(C(=CC=C12)OC)[N+](=O)[O-])C1=CC(=C(C(=C1)OC)OC)OC (1-Hydroxy-6-methoxy-5-nitro-1-(3′,4′,5′-trimethoxyphenyl)tetralin). Isolated yield 55.0%. Reaction SMILES: [CH3:1][O:2][C:3]1[C:4]([N+:14]([O-:16])=[O:15])=[C:5]2[C:10](=[CH:11][CH:12]=1)[C:9](=[O:13])[CH2:8][CH2:7][CH2:6]2.[CH3:17][O:18][C:19]1[CH:24]=[CH:23][C:22]([Li])=[C:21]([O:26][CH3:27])[C:20]=1[O:28][CH3:29]>>[OH:13][C:9]1([C:23]2[CH:22]=[C:21]([O:26][CH3:27])[C:20]([O:28][CH3:29])=[C:19]([O:18][CH3:17])[CH:24]=2)[C:10]2[C:5](=[C:4]([N+:14]([O-:16])=[O:15])[C:3]([O:2][CH3:1])=[CH:12][CH:11]=2)[CH2:6][CH2:7][CH2:8]1. Procedure: 6-Methoxy-5-nitro-1-tetralone (21) (2.65 g, 12.0 mol) was added at −20° C. to the trimethoxyphenyllithium and stirring was continued for 2 h (−20° C. -RT). The mixture was partitioned between CH2Cl2 and water, the organic layer was dried over anhydrous sodium sulfate, and, after filtration, the organic layer was concentrated in vacuo, to afford 1-Hydroxy-6-methoxy-5-nitro-1-(3′,4′,5′-trimethoxyphenyl)tetralin (30) as a crude yellow oil. (GC-MS shows the yield is about 55%). This compound, withou... Reactants: [OH-].[Na+] (NaOH), COC(CC1=C(SC=C1)C1=CC=C(S1)C=1SC=CC1CC(=O)OC)=O (Methyl 2-(2-{5-[3-(2-methoxy-2-oxoethyl)thiophen-2-yl]thiophen-2-yl}thiophen-3-yl)acetate), Cl (HCl). Run in O1CCOCC1 (dioxane). Reaction SMILES: C[O:2][C:3](=[O:25])[CH2:4][C:5]1[CH:9]=[CH:8][S:7][C:6]=1[C:10]1[S:14][C:13]([C:15]2[S:16][CH:17]=[CH:18][C:19]=2[CH2:20][C:21]([O:23]C)=[O:22])=[CH:12][CH:11]=1.[OH-].[Na+].Cl>O1CCOCC1>[C:21]([CH2:20][C:19]1[CH:18]=[CH:17][S:16][C:15]=1[C:13]1[S:14][C:10]([C:6]2[S:7][CH:8]=[CH:9][C:5]=2[CH2:4][C:3]([OH:25])=[O:2])=[CH:11][CH:12]=1)([OH:23])=[O:22] |f:1.2|. Procedure details: Intermediate C (71 mg, 0.181 mmol) was dissolved in dioxane (2 ml) and 1 M NaOH (0.40 ml) and the mixture was stirred at rt overnight. The mixture was acidified by 1 M HCl and aqueous layer extracted with EtOAc. The organic layer was dried (MgSO4) and filtered. Yield: 57 mg (87%); yellow soid. 1H NMR (400 HMz, DMSO-d6): δ 3.73 (s, 4H), 7.09 (d, J 5.2 Hz, 2H), 7.23 (s, 2H), 7.53 (d, J 5.2 Hz, 2H), 12.52 (s, 2H). Product: C(=O)(O)CC1=C(SC=C1)C1=CC=C(S1)C=1SC=CC1CC(=O)O (2-(2-{5-[3-(Carboxymethyl)thiophen-2-yl]thiophen-2-yl}thiophen-3-yl)acetic acid). Starting materials: N1=CC=CC=C1 (pyridine), CC=1C=CC(=CC1)S(=O)(=O)O (p-toluenesulfonate), cyclohexanone methyl, C(C)(=O)O[C@@H]1[C@]2(C)[C@@H](CC1)[C@@H]1[C@@H](CC3=C[C@@H](CC[C@@H]3[C@H]1CC2)O)C (7α-methylestr-4-en-3α,17β-diol 17-acetate), O1CCOCC1 (dioxane). Reaction conditions: time 3 hour. Yields the product C(C)(=O)O[C@@H]1[C@]2(C)[C@@H](CC1)[C@@H]1[C@@H](CC3=C[C@@H](CC[C@@H]3[C@H]1CC2)OC2(CCCCC2)OC)C (7α-Methyl-3α-(1'-methoxycyclohexyloxy)estr-4-en-17β-ol acetate). RXN SMILES: [C:1]([O:4][C@H:5]1[CH2:10][CH2:9][C@H:8]2[C@H:11]3[C@H:20]([CH2:21][CH2:22][C@:6]12[CH3:7])[C@@H:19]1[C:14](=[CH:15][C@H:16]([OH:23])[CH2:17][CH2:18]1)[CH2:13][C@H:12]3[CH3:24])(=[O:3])[CH3:2].N1C=CC=CC=1.C[C:32]1[CH:33]=[CH:34][C:35](S(O)(=O)=O)=[CH:36][CH:37]=1.[O:42]1CCOC[CH2:43]1>>[C:1]([O:4][C@H:5]1[CH2:10][CH2:9][C@H:8]2[C@H:11]3[C@H:20]([CH2:21][CH2:22][C@:6]12[CH3:7])[C@@H:19]1[C:14](=[CH:15][C@H:16]([O:23][C:32]2([O:42][CH3:43])[CH2:33][CH2:34][CH2:35][CH2:36][CH2:37]2)[CH2:17][CH2:18]1)[CH2:13][C@H:12]3[CH3:24])(=[O:3])[CH3:2]. Reported procedure: The compound 7α-methylestr-4-en-3α,17β-diol 17-acetate is dissolved in anhydrous dioxane and treated with pyridine, p-toluenesulfonate and cyclohexanone methyl enolether. Stirring is continued for a period of 3 hours. The solvent is removed in vacuo and the residue is crystallized from pentane resulting in the formation of the desired 7α-methyl-3α-(1'-methoxycyclohexyloxy)estr-4-en-17β-ol acetate.